Task: describe an organic reaction: reactants, conditions, products, and yield. Dataset: the Open Reaction Database (ORD), a public repository of structured organic reaction records Yields the product CC(O)c1ccc(-c2ccc(C(F)(F)F)cc2)cc1. Starting materials: Br, CC=O, FC(F)(F)c1ccc(-c2ccc(Br)cc2)cc1, [Mg], C1CCOC1. As a reaction SMILES: [Br:19].[CH:20]([CH3:21])=[O:22].[F:2][C:3]([c:4]1[cH:5][cH:6][c:7](-[c:10]2[cH:11][cH:12][c:13]([Br:16])[cH:14][cH:15]2)[cH:8][cH:9]1)([F:17])[F:18].[Mg:1].[O:23]1[CH2:24][CH2:25][CH2:26][CH2:27]1>>[F:2][C:3]([c:4]1[cH:5][cH:6][c:7](-[c:10]2[cH:11][cH:12][c:13]([CH:20]([CH3:21])[OH:22])[cH:14][cH:15]2)[cH:8][cH:9]1)([F:17])[F:18]. The product is CC1(C)C(=O)N(C2C3CCCC2CC(C(N)=O)C3)CC1COc1ccc(C#N)cn1. The reactants are CC1(C)C(=O)N(C2C3CCCC2CC(C(=O)O)C3)CC1COc1ccc(C#N)cn1, CCN=C=NCCCN(C)C, CCN(C(C)C)C(C)C, ClCCl, Cl, N, O, On1nnc2ccccc21. As a reaction SMILES: [C:13](#[N:14])[c:15]1[cH:16][cH:17][c:18]([O:21][CH2:22][CH:23]2[C:24]([CH3:41])([CH3:42])[C:25](=[O:40])[N:26]([CH:28]3[CH:29]4[CH2:30][CH:31]([C:37](=[O:38])[OH:39])[CH2:32][CH:33]3[CH2:34][CH2:35][CH2:36]4)[CH2:27]2)[n:19][cH:20]1.[CH2:2]([N:4]=[C:3]=[N:5][CH2:6][CH2:7][CH2:8][N:9]([CH3:10])[CH3:11])[CH3:12].[CH:54]([N:55]([CH:56]([CH3:57])[CH3:58])[CH2:59][CH3:60])([CH3:61])[CH3:62].[Cl:64][CH2:65][Cl:66].[ClH:1].[NH3:63].[OH2:43].[OH:44][n:45]1[c:46]2[cH:47][cH:48][cH:49][cH:50][c:51]2[n:52][n:53]1>>[NH2:4][C:37]([CH:31]1[CH2:30][CH:29]2[CH:28]([N:26]3[C:25](=[O:40])[C:24]([CH3:41])([CH3:42])[CH:23]([CH2:22][O:21][c:18]4[cH:17][cH:16][c:15]([C:13]#[N:14])[cH:20][n:19]4)[CH2:27]3)[CH:33]([CH2:32]1)[CH2:34][CH2:35][CH2:36]2)=[O:39]. As a reaction SMILES: [C:1]1([OH:7])[CH:6]=[CH:5][CH:4]=[CH:3][CH:2]=1.[CH3:8][C:9]1([CH3:28])[CH2:26][C:13]2=[C:14]([C:21]3[CH:25]=[CH:24][NH:23][N:22]=3)[S:15][C:16](S(C)(=O)=O)=[C:12]2[C:11](=[O:27])[CH2:10]1.[OH-].[Na+]>C1COCC1.CCOC(C)=O>[CH3:8][C:9]1([CH3:28])[CH2:26][C:13]2=[C:14]([C:21]3[CH:25]=[CH:24][NH:23][N:22]=3)[S:15][C:16]([O:7][C:1]3[CH:6]=[CH:5][CH:4]=[CH:3][CH:2]=3)=[C:12]2[C:11](=[O:27])[CH2:10]1 |f:2.3|. The solvent is CCOC(=O)C (EtOAc), C1CCOC1 (THF). Product: CC1(CC(C=2C(=C(SC2OC2=CC=CC=C2)C2=NNC=C2)C1)=O)C (6,6-Dimethyl-3-phenoxy-1-(pyrazol-3-yl)-4,5,6,7-tetrahydrobenzo[c]thiophen-4-one). Reactants: C1(=CC=CC=C1)O (Phenol), [OH-].[Na+] (NaOH), solution, C1(=CC=CC=C1)O (phenol), CC1(CC(C=2C(=C(SC2S(=O)(=O)C)C2=NNC=C2)C1)=O)C (6,6-dimethyl-3-methanesulphonyl-1-(pyrazol-3-yl)-4,5,6,7-tetrahydrobenzo[c]thiophen-4-one), [OH-].[Na+] (NaOH), solution. Yield: 16.7%. Procedure details: To a solution of phenol (116 mg, 1.1 mmol) in THF (10 mL) was added 6,6-dimethyl-3-methanesulphonyl-1-(pyrazol-3-yl)-4,5,6,7-tetrahydrobenzo[c]thiophen-4-one (0.2 g, 0.62 mmol) and NaOH (0.3 mL of a 4M solution, 1.1 mmol). The mixture was heated at reflux overnight. Phenol (50 mg, 0.62 mmol) and NaOH (0.15 mL of a 4M solution, 0.62 mmol) were then added and the mixture heated at reflux for an additional 8 h. The solution was cooled to room temperature, diluted with EtOAc (100 mL) and washed with... Starting materials: C(C)(=O)OCC=C(CBr)C (4-acetoxy-1-bromo-2-methyl-2-butene), [Na] (sodium), C(CC(=O)OCC)(=O)OCC (diethyl malonate), C1=CC=CC=C1 (benzene). The solvent is O (water). Run at temperature 10 celsius, time 1 hour. Yields the product C(C)(=O)OCCC=CC(C(=O)OCC)(C(=O)[O-])C (ethyl 4-acetoxy-2-methyl-2-butenylmalonate), OCCC=CC(C(=O)OCC)(C(=O)[O-])C (ethyl 4-hydroxy-2-methyl-2-butenylmalonate). Reaction SMILES: [C:1]([O:4][CH2:5][CH:6]=[C:7]([CH3:10])[CH2:8]Br)(=[O:3])[CH3:2].[Na].[C:12]([O:20]CC)(=[O:19])[CH2:13][C:14]([O:16][CH2:17][CH3:18])=[O:15].[CH:23]1C=CC=CC=1>O>[C:1]([O:4][CH2:5][CH2:6][CH:7]=[CH:10][C:13]([CH3:23])([C:12]([O-:20])=[O:19])[C:14]([O:16][CH2:17][CH3:18])=[O:15])(=[O:3])[CH3:2].[OH:4][CH2:5][CH2:6][CH:7]=[CH:8][C:13]([CH3:23])([C:12]([O-:20])=[O:19])[C:14]([O:16][CH2:17][CH3:18])=[O:15] |^1:10|. Procedure: 10.5 Parts of 4-acetoxy-1-bromo-2-methyl-2-butene is added dropwise to a mixture of 1.0 part of sodium metal, 10.2 parts of diethyl malonate and 5.3 volume parts of benzene. After the dropwise addition has been completed, the mixture is stirred at 10°C for 1 hour and, following the addition of water, extracted with diethyl ether. The extract is washed with water, dried and evaporated to dryness under reduced pressure. The resultant residue is purified by column chromatography to obtain 6.17 part... Reactants: ClC1=C(C=CC=C1)C=1N=C2OC=CN2C1C(C)=O (1-[6-(2-chlorophenyl)imidazo[2,1-b][1,3]oxazol-5-yl]ethanone), COC(N(C)C)OC (dimethylformamide dimethylacetal). Solvent: C(C)(=O)OCC (ethyl acetate). Product: CN(C=CC(=O)C1=C(N=C2OC=CN21)C2=C(C=CC=C2)Cl)C (3-(dimethylamino)-1-[6-(2-chlorophenyl)imidazo[2,1-b][1,3]oxazol-5-yl]prop-2-en-1-one). Yield: 52.0%. RXN SMILES: [Cl:1][C:2]1[CH:7]=[CH:6][CH:5]=[CH:4][C:3]=1[C:8]1[N:9]=[C:10]2[N:14]([C:15]=1[C:16](=[O:18])[CH3:17])[CH:13]=[CH:12][O:11]2.CO[CH:21](OC)[N:22]([CH3:24])[CH3:23]>C(OCC)(=O)C>[CH3:21][N:22]([CH3:24])[CH:23]=[CH:17][C:16]([C:15]1[N:14]2[C:10]([O:11][CH:12]=[CH:13]2)=[N:9][C:8]=1[C:3]1[CH:4]=[CH:5][CH:6]=[CH:7][C:2]=1[Cl:1])=[O:18]. Procedure: A 50 ml round bottom flask is charged with the 1-[6-(2-chlorophenyl)imidazo[2,1-b][1,3]oxazol-5-yl]ethanone (952 mg, 3.65 mmol) and dimethylformamide dimethylacetal (22 ml). The mixture is refluxed for 5 hours and then cooled to room temperature. The mixture is diluted with ethyl acetate (150 ml) and washed three times with 100 ml each of a saturated sodium chloride solution. The organic phase is dried with magnesium sulfate, filtered and concentrated in vacuo, to give a brown oil. The product i... Reactants: oxide, ClC1=C(COC=2C(=NC=CC2)NC(=S)NC2=CC=C(C=C2)F)C(=CC=C1)F (N-[3-(2-chloro-6-fluorobenzyloxy)pyrid-2-yl]-N'-4-fluorophenylthiourea), N (ammonia). The product is ClC1=C(COC=2C(=NC=CC2)NC(=N)NC2=CC=C(C=C2)F)C(=CC=C1)F (N-[3-(2-Chloro-6-fluorobenzyloxy)pyrid-2-yl]-N'-(4-fluorophenyl)guanidine). RXN SMILES: [Cl:1][C:2]1[CH:26]=[CH:25][CH:24]=[C:23]([F:27])[C:3]=1[CH2:4][O:5][C:6]1[C:7]([NH:12][C:13]([NH:15][C:16]2[CH:21]=[CH:20][C:19]([F:22])=[CH:18][CH:17]=2)=S)=[N:8][CH:9]=[CH:10][CH:11]=1.[NH3:28]>>[Cl:1][C:2]1[CH:26]=[CH:25][CH:24]=[C:23]([F:27])[C:3]=1[CH2:4][O:5][C:6]1[C:7]([NH:12][C:13]([NH:15][C:16]2[CH:21]=[CH:20][C:19]([F:22])=[CH:18][CH:17]=2)=[NH:28])=[N:8][CH:9]=[CH:10][CH:11]=1. Procedure details: A mixture of yellow men:uric oxide (0.65g, 0.003 mol), N-[3-(2-chloro-6-fluorobenzyloxy)pyrid-2-yl]-N'-4-fluorophenylthiourea (1 .0g, 0.0025 mol) and methanolic ammonia solution (30 ml) was stirred for 3 days at room temperature. The solvent was removed in vacuo and the black residue was boiled with chloroform and filtered hot. Evaporation of the solvent followed by recrystallisation from ethanol gave the desired product. Yield 0.38 g, (40%), m.p. 152°-154 ° C. The reactants are [N+](=O)([O-])C=1N(C=CN1)CC(=O)OC (methyl 2-nitroimidazole-1-acetate), N(CCO)CCO (diethanolamine). Run in CO (methanol). Reaction conditions: time 4 day. Product: OCCN(C(CN1C(=NC=C1)[N+](=O)[O-])=O)CCO (N,N-di-(2-hydroxyethyl)-2-(2-nitro-1-imidazolyl)acetamide). The yield is 96.5%. RXN SMILES: [N+:1]([C:4]1[N:5]([CH2:9][C:10]([O:12]C)=O)[CH:6]=[CH:7][N:8]=1)([O-:3])=[O:2].[NH:14]([CH2:18][CH2:19][OH:20])[CH2:15][CH2:16][OH:17]>CO>[OH:17][CH2:16][CH2:15][N:14]([CH2:18][CH2:19][OH:20])[C:10](=[O:12])[CH2:9][N:5]1[CH:6]=[CH:7][N:8]=[C:4]1[N+:1]([O-:3])=[O:2]. Procedure: A mixture of 4.00 g (21.6 mmol) of methyl 2-nitroimidazole-1-acetate and 4.0 g (38.0 mmol) of diethanolamine in 60.0 ml of methanol was stirred four days at room temperature. After removing the excess diethanolamine, the product was dissolved in 10 ml of methanol and chromatographed through a column of silica gel (70-230 mesh). Elution with 10% methanol in methylene chloride afforded 5.38 g (96%) of product as a hard gum that crystallized after several days to a cream colored hygroscopic solid o...